Dataset: the Open Reaction Database (ORD), a public repository of structured organic reaction records. Task: describe an organic reaction: reactants, conditions, products, and yield The reactants are C(C=C)OC(=O)O[C@H](C)[C@@H]1[C@@H]2N(C(=C([C@@H]2C)CO)C(=O)OCC=C)C1=O (allyl (1S,5R,6S)-6-[(1R)-1-allyloxycarbonyloxyethyl]-2-hydroxymethyl-1-methyl-1-carbapen-2-em-3-carboxylate), C(C=C)OC(=O)N(S(=O)(=O)N)CC=1N2C(SC1)=CN=C2 (3-[N-allyloxycarbonyl-N-(aminosulfonyl)amino]methyl imidazo[5,1-b]thiazole). The product is O[C@H](C)[C@@H]1[C@@H]2N(C(=C([C@@H]2C)CN2C=[N+]3C(SC=C3CNS(=O)(=O)N)=C2)C(=O)[O-])C1=O ((1S,5R,6S)-6-[(1R)-1-hydroxyethyl]-2-[3-(aminosulfonyl)aminomethylimidazo[5,1-b]thiazolium-6-yl]methyl-1-methyl-1-carbapen-2-em-3-carboxylate). The yield is 2.5%. RXN SMILES: C(OC([O:7][C@@H:8]([C@H:10]1[C:25](=[O:26])[N:12]2[C:13]([C:19]([O:21]CC=C)=[O:20])=[C:14]([CH2:17]O)[C@H:15]([CH3:16])[C@H:11]12)[CH3:9])=O)C=C.C(OC([N:33]([CH2:38][C:39]1[N:40]2[CH:46]=[N:45][CH:44]=[C:41]2[S:42][CH:43]=1)[S:34]([NH2:37])(=[O:36])=[O:35])=O)C=C>>[OH:7][C@@H:8]([C@H:10]1[C:25](=[O:26])[N:12]2[C:13]([C:19]([O-:21])=[O:20])=[C:14]([CH2:17][N:45]3[CH:44]=[C:41]4[S:42][CH:43]=[C:39]([CH2:38][NH:33][S:34]([NH2:37])(=[O:35])=[O:36])[N+:40]4=[CH:46]3)[C@H:15]([CH3:16])[C@H:11]12)[CH3:9]. Reported procedure: The same procedure as in Example 1 was repeated except that 91.3 mg of allyl (1S,5R,6S)-6-[(1R)-1-allyloxycarbonyloxyethyl]-2-hydroxymethyl-1-methyl-1-carbapen-2-em-3-carboxylate and 145 mg of 3-[N-allyloxycarbonyl-N-(aminosulfonyl)amino]methyl imidazo[5,1-b]thiazole were used, thereby obtaining 2.8 mg of the title compound. Reactants: C(C1=CC=CC=C1)N1N=C2C=C(C=CC2=C1)C=1C=C(N2N=CN=C(C21)N)C2CNCC2 (5-(2-benzyl-2H-indazol-6-yl)-7-pyrrolidin-3-ylpyrrolo[2,1-f][1,2,4]triazin-4-amine), [I-].[K+] (potassium iodide), BrCCOC (1-bromo-2-methoxyethane). The solvent is CN(C)C=O (DMF), C(C)N(CC)CC (triethylamine). Conditions: temperature 60 celsius. Product: C(C1=CC=CC=C1)N1N=C2C=C(C=CC2=C1)C=1C=C(N2N=CN=C(C21)N)C2CN(CC2)CCOC (5-(2-benzyl-2H-indazol-6-yl)-7-[1-(2-methoxyethyl)pyrrolidin-3-yl]pyrrolo[2,1-f][1,2,4]triazin-4-amine). The yield is 19.3%. As a reaction SMILES: [CH2:1]([N:8]1[CH:16]=[C:15]2[C:10]([CH:11]=[C:12]([C:17]3[CH:18]=[C:19]([CH:27]4[CH2:31][CH2:30][NH:29][CH2:28]4)[N:20]4[C:25]=3[C:24]([NH2:26])=[N:23][CH:22]=[N:21]4)[CH:13]=[CH:14]2)=[N:9]1)[C:2]1[CH:7]=[CH:6][CH:5]=[CH:4][CH:3]=1.Br[CH2:33][CH2:34][O:35][CH3:36].[I-].[K+]>CN(C=O)C.C(N(CC)CC)C>[CH2:1]([N:8]1[CH:16]=[C:15]2[C:10]([CH:11]=[C:12]([C:17]3[CH:18]=[C:19]([CH:27]4[CH2:31][CH2:30][N:29]([CH2:33][CH2:34][O:35][CH3:36])[CH2:28]4)[N:20]4[C:25]=3[C:24]([NH2:26])=[N:23][CH:22]=[N:21]4)[CH:13]=[CH:14]2)=[N:9]1)[C:2]1[CH:3]=[CH:4][CH:5]=[CH:6][CH:7]=1 |f:2.3|. Procedure: To a solution of 5-(2-benzyl-2H-indazol-6-yl)-7-pyrrolidin-3-ylpyrrolo[2,1-f][1,2,4]triazin-4-amine (50 mg, 0.122 mmol) in 2 mL of DMF, triethylamine is added (34 uL, 0.244 mmol) followed by 1-bromo-2-methoxyethane (36 uL, 0.256 mmol). A spatula tip of potassium iodide was added and the reaction heated at 60° C. for 48 hours. The reaction was cooled and then partitioned between EtOAc (50 mL) and water (25 mL). The organic layer was washed with water (5×15 mL) to remove DMF. The EtOAc layer was t... Starting materials: ClC1=CC2=C(C(C3=NC=CC=C3CS2)N2CCNCC2)C=C1 (8-chloro-5,11-dihydro-11-(1-piperazinyl)[1]benzothiepino[4,3-b]pyridine), C(C1=CC=[N+](C=C1)[O-])(=O)O (isonicotinic acid N-oxide), O.ON1N=NC2=C1C=CC=C2 (1-hydroxybenzotriazole hydrate), Cl.CN(CCCN=C=NCC)C (1-(3-dimethylaminopropyl)-3-ethylcarbodiimide hydrochloride), resultant mixture. Solvent: ClCCl (dichloromethane). Product: ClC1=CC2=C(C(C3=NC=CC=C3CS2)N2CC[N+](CC2)(C(=O)C2=CC=NC=C2)[O-])C=C1 (1-(8-CHLORO-5,11-DIHYDRO[1]BENZOTHIEPINO[4,3-b]PYRIDIN-11-YL)-4-(4-PYRIDINYLCARBONYL)PIPERAZINE N4 -OXIDE), hydrate. Isolated yield 70.0%. As a reaction SMILES: [Cl:1][C:2]1[CH:22]=[CH:21][C:5]2[CH:6]([N:15]3[CH2:20][CH2:19][NH:18][CH2:17][CH2:16]3)[C:7]3[C:12]([CH2:13][S:14][C:4]=2[CH:3]=1)=[CH:11][CH:10]=[CH:9][N:8]=3.[C:23](O)(=[O:31])[C:24]1[CH:29]=[CH:28][N+:27]([O-])=[CH:26][CH:25]=1.O.[OH:34]N1C2C=CC=CC=2N=N1.Cl.CN(C)CCCN=C=NCC>ClCCl>[Cl:1][C:2]1[CH:22]=[CH:21][C:5]2[CH:6]([N:15]3[CH2:16][CH2:17][N+:18]([O-:34])([C:23]([C:24]4[CH:29]=[CH:28][N:27]=[CH:26][CH:25]=4)=[O:31])[CH2:19][CH2:20]3)[C:7]3[C:12]([CH2:13][S:14][C:4]=2[CH:3]=1)=[CH:11][CH:10]=[CH:9][N:8]=3 |f:2.3,4.5|. Reported procedure: To a stirred suspension of 8-chloro-5,11-dihydro-11-(1-piperazinyl)[1]benzothiepino[4,3-b]pyridine (251 mg, 0.762 mmol) and isonicotinic acid N-oxide (128 mg, 0.918 mmol) in dry dichloromethane (20 mL), add 1-hydroxybenzotriazole hydrate (123 mg, 0.909 mmol) and 1-(3-dimethylaminopropyl)-3-ethylcarbodiimide hydrochloride (175 mg, 0.912 mmol). Stir the resultant mixture at room temperature for 3 hours. Wash the reaction mixture successively with 2.5M aqueous sodium hydroxide (5 mL), water (4×10 m... RXN SMILES: [Br:7][CH2:8][c:9]1[n:10][o:11][c:12](-[c:14]2[cH:15][cH:16][c:17]([C:20]([CH:21]([CH3:22])[CH3:23])([CH3:24])[c:25]3[n:26][cH:27][c:28]([O:31][CH2:32][c:33]4[n:34][cH:35][cH:36][cH:37][cH:38]4)[cH:29][cH:30]3)[cH:18][cH:19]2)[cH:13]1.[C:39](=[O:40])([O-:41])[O-:42].[CH2:1]1[CH2:2][O:3][CH2:4][CH2:5][NH:6]1.[Cs+:43].[Cs+:44].[O:45]=[CH:46][N:47]([CH3:48])[CH3:49]>>[CH2:1]1[CH2:2][O:3][CH2:4][CH2:5][N:6]1[CH2:8][c:9]1[n:10][o:11][c:12](-[c:14]2[cH:15][cH:16][c:17]([C:20]([CH:21]([CH3:22])[CH3:23])([CH3:24])[c:25]3[n:26][cH:27][c:28]([O:31][CH2:32][c:33]4[n:34][cH:35][cH:36][cH:37][cH:38]4)[cH:29][cH:30]3)[cH:18][cH:19]2)[cH:13]1. The product is CC(C)C(C)(c1ccc(-c2cc(CN3CCOCC3)no2)cc1)c1ccc(OCc2ccccn2)cn1. Reactants: CC(C)C(C)(c1ccc(-c2cc(CBr)no2)cc1)c1ccc(OCc2ccccn2)cn1, O=C([O-])[O-], C1COCCN1, [Cs+], [Cs+], CN(C)C=O. Reactants: [N+](=O)([O-])C=1C=C(C(=C(C1)[N+](=O)[O-])O)C (4,6-dinitro-o-cresol), [H][H] (hydrogen). The reagents and catalysts are [Ni] (Raney nickel). Solvent: CO (MeOH). Yields the product NC1=C(C(=CC(=C1)N)C)O (2,4-diamino-6-methyl-phenol). RXN SMILES: [N+:1]([C:4]1[CH:5]=[C:6]([CH3:14])[C:7]([OH:13])=[C:8]([N+:10]([O-])=O)[CH:9]=1)([O-])=O.[H][H]>[Ni].CO>[NH2:10][C:8]1[CH:9]=[C:4]([NH2:1])[CH:5]=[C:6]([CH3:14])[C:7]=1[OH:13]. Procedure: 11.0 g (50.0 mmol) 4,6-dinitro-o-cresol were hydrogenated with 2.0 g Raney nickel in 100 mL MeOH under a 5 bar hydrogen atmosphere for 4 h at RT. Then the catalyst was suction filtered and the filtrate was concentrated by rotary evaporation. Starting materials: Cl, NC(=O)c1ncc(Br)cc1N, [Na+], O, O=C([O-])O. The product is Nc1cc(Br)cnc1C(=O)O. RXN SMILES: [ClH:18].[NH2:1][c:2]1[c:3]([C:9](=[O:10])[NH2:11])[n:4][cH:5][c:6]([Br:8])[cH:7]1.[Na+:13].[OH2:12].[OH:14][C:15](=[O:16])[O-:17]>>[NH2:1][c:2]1[c:3]([C:9]([OH:10])=[O:14])[n:4][cH:5][c:6]([Br:8])[cH:7]1. Procedure: Acetic anhydride is added to a mixture of 2-amino-4,5-dihydroxyindane [Cannon, J. G., et al., J. Med. Chem. 27, 922(1984)] in water containing sodium acetate. The mixture is chilled and stirred in ice for 4 hours followed by filtration to give N-acetyl-2-amino-4,5-dihydroxyindane. Benzylbromide, powdered potassium carbonate and acetone is added to the isolated N-acetyl-2-amino-4,5-dihydroxyindane and the mixture is stirred for 18 hours. The reaction mixture is poured into water, extracted and ev... The reactants are C(C)(=O)OC(C)=O (Acetic anhydride), NC1CC2=CC=C(C(=C2C1)O)O (2-amino-4,5-dihydroxyindane), C(C)(=O)[O-].[Na+] (sodium acetate). RXN SMILES: [C:1](OC(=O)C)(=[O:3])[CH3:2].[NH2:8][CH:9]1[CH2:17][C:16]2[C:11](=[CH:12][CH:13]=[C:14]([OH:19])[C:15]=2[OH:18])[CH2:10]1.C([O-])(=O)C.[Na+]>O>[C:1]([NH:8][CH:9]1[CH2:17][C:16]2[C:11](=[CH:12][CH:13]=[C:14]([OH:19])[C:15]=2[OH:18])[CH2:10]1)(=[O:3])[CH3:2] |f:2.3|. Solvent: O (water). Product: C(C)(=O)NC1CC2=CC=C(C(=C2C1)O)O (N-acetyl-2-amino-4,5-dihydroxyindane). Conditions: time 4 hour. The reactants are Cc1cnc(N(CCCNO)C2CCCc3cccnc32)c(C)c1, [Na+], N#CO[Na], [OH-], O. Product: Cc1cnc(N(CCCN(O)C(N)=O)C2CCCc3cccnc32)c(C)c1. RXN SMILES: [CH3:1][c:2]1[c:3]([N:9]([CH2:10][CH2:11][CH2:12][NH:13][OH:14])[CH:15]2[CH2:16][CH2:17][CH2:18][c:19]3[cH:20][cH:21][cH:22][n:23][c:24]32)[n:4][cH:5][c:6]([CH3:8])[cH:7]1.[Na+:30].[Na:25][O:26][C:27]#[N:28].[OH-:29].[OH2:31]>>[CH3:1][c:2]1[c:3]([N:9]([CH2:10][CH2:11][CH2:12][N:13]([OH:14])[C:27](=[O:26])[NH2:28])[CH:15]2[CH2:16][CH2:17][CH2:18][c:19]3[cH:20][cH:21][cH:22][n:23][c:24]32)[n:4][cH:5][c:6]([CH3:8])[cH:7]1. Reactants: F[B-](F)(F)F, CC1(C)Oc2cc([N+](=O)[O-])ccc2NC1=O, ClCCl, [IH2+], O=S(=O)(O)C(F)(F)F, c1ccncc1, c1ccncc1. Product: CC1(C)Oc2cc([N+](=O)[O-])cc(I)c2NC1=O. RXN SMILES: [B-:17]([F:18])([F:19])([F:20])[F:21].[CH3:1][C:2]1([CH3:16])[O:3][c:4]2[c:5]([cH:9][cH:10][c:11]([N+:13](=[O:14])[O-:15])[cH:12]2)[NH:6][C:7]1=[O:8].[Cl:43][CH2:44][Cl:45].[IH2+:22].[OH:35][S:36]([C:37]([F:38])([F:39])[F:40])(=[O:41])=[O:42].[n:23]1[cH:24][cH:25][cH:26][cH:27][cH:28]1.[n:29]1[cH:30][cH:31][cH:32][cH:33][cH:34]1>>[CH3:1][C:2]1([CH3:16])[O:3][c:4]2[c:5]([c:9]([I:22])[cH:10][c:11]([N+:13](=[O:14])[O-:15])[cH:12]2)[NH:6][C:7]1=[O:8].